Dataset: the Open Reaction Database (ORD), a public repository of structured organic reaction records. Task: describe an organic reaction: reactants, conditions, products, and yield Product: CC(C)(F)C(c1cc(F)cc(-n2ccnc2)c1)C1CN(C(c2ccc(Cl)cc2)c2cccc(C#N)c2)C1. As a reaction SMILES: [CH3:46][S:47]([CH3:48])=[O:49].[Cl:1][c:2]1[cH:3][cH:4][c:5]([CH:8]([c:9]2[cH:10][c:11]([C:12]#[N:13])[cH:14][cH:15][cH:16]2)[N:17]2[CH2:18][CH:19]([CH:21]([C:22]([CH3:23])([CH3:24])[F:25])[c:26]3[cH:27][c:28]([F:33])[cH:29][c:30]([F:32])[cH:31]3)[CH2:20]2)[cH:6][cH:7]1.[K+:39].[K+:40].[O-:41][C:42]([O-:43])=[O:44].[OH2:45].[nH:34]1[cH:35][n:36][cH:37][cH:38]1>>[Cl:1][c:2]1[cH:3][cH:4][c:5]([CH:8]([c:9]2[cH:10][c:11]([C:12]#[N:13])[cH:14][cH:15][cH:16]2)[N:17]2[CH2:18][CH:19]([CH:21]([C:22]([CH3:23])([CH3:24])[F:25])[c:26]3[cH:27][c:28]([F:33])[cH:29][c:30](-[n:34]4[cH:35][n:36][cH:37][cH:38]4)[cH:31]3)[CH2:20]2)[cH:6][cH:7]1. Starting materials: CS(C)=O, CC(C)(F)C(c1cc(F)cc(F)c1)C1CN(C(c2ccc(Cl)cc2)c2cccc(C#N)c2)C1, [K+], [K+], O=C([O-])[O-], O, c1c[nH]cn1. Run in O1CCCC1 (tetrahydrofuran). Yields the product C(C1=CC=CC=C1)OC(=O)N1[C@H](CCC1)CC1=CNC2=CC=C(C=C12)Br ((R)-3-(N-Benzyloxycarbonylpyrrolidin-2-yl-methyl)-5-bromo-1H-indole). Reaction SMILES: [CH2:1]([O:8][C:9]([N:11]1[CH2:15][CH2:14][CH2:13][C@@H:12]1[C:16]([C:18]1[C:26]2[C:21](=[CH:22][CH:23]=[C:24]([Br:27])[CH:25]=2)[NH:20][CH:19]=1)=O)=[O:10])[C:2]1[CH:7]=[CH:6][CH:5]=[CH:4][CH:3]=1.[BH4-].[Li+]>O1CCCC1>[CH2:1]([O:8][C:9]([N:11]1[CH2:15][CH2:14][CH2:13][C@@H:12]1[CH2:16][C:18]1[C:26]2[C:21](=[CH:22][CH:23]=[C:24]([Br:27])[CH:25]=2)[NH:20][CH:19]=1)=[O:10])[C:2]1[CH:7]=[CH:6][CH:5]=[CH:4][CH:3]=1 |f:1.2|. Run at time 3 hour. Starting materials: C(C1=CC=CC=C1)OC(=O)N1[C@H](CCC1)C(=O)C1=CNC2=CC=C(C=C12)Br ((R)-3-(N-Benzyloxycarbonylpyrrolidin-2-yl-carbonyl)-5-bromo-1H-indole), [BH4-].[Li+] (lithium borohydride). Reported procedure: (R)-3-(N-Benzyloxycarbonylpyrrolidin-2-yl-carbonyl)-5-bromo-1H-indole(0.67 g, 1.57 mmol) was dissolved in anhydrous tetrahydrofuran (20 mL) and at room temperature under nitrogen was added lithium borohydride (2 molar in tetrahydrofuran) (1.2 mL, 2.4 mmol). The reaction mixture was stirred at room temperature for 3 hours and warmed to reflux for 16 hours. After cooling to room temperature, 2NHCl (10 mL) was added dropwise and the reaction mixture partitioned between ethyl acetate and water. The ... Yield: 49.3%. The reactants are CCOC(=O)c1cncc(Br)c1, O=C([O-])[O-], CC(C)(C)OC(=O)N1CC2CNCC2C1, [Cs+], [Cs+], O=C(C=Cc1ccccc1)C=Cc1ccccc1, O=C(C=Cc1ccccc1)C=Cc1ccccc1, C1COCCO1, O=C(C=Cc1ccccc1)C=Cc1ccccc1, [Pd], [Pd], CC1(C)c2cccc(P(c3ccccc3)c3ccccc3)c2Oc2c(P(c3ccccc3)c3ccccc3)cccc21. Yields the product CCOC(=O)c1cncc(N2CC3CN(C(=O)OC(C)(C)C)CC3C2)c1. As a reaction SMILES: [Br:16][c:17]1[cH:18][n:19][cH:20][c:21]([C:22](=[O:23])[O:24][CH2:25][CH3:26])[cH:27]1.[C:70](=[O:71])([O-:72])[O-:73].[CH2:1]1[N:2]([C:9](=[O:10])[O:11][C:12]([CH3:13])([CH3:14])[CH3:15])[CH2:3][CH:4]2[CH:5]1[CH2:6][NH:7][CH2:8]2.[Cs+:74].[Cs+:75].[O:102]=[C:103]([CH:104]=[CH:105][c:106]1[cH:107][cH:108][cH:109][cH:110][cH:111]1)[CH:112]=[CH:113][c:114]1[cH:115][cH:116][cH:117][cH:118][cH:119]1.[O:120]=[C:121]([CH:122]=[CH:123][c:124]1[cH:125][cH:126][cH:127][cH:128][cH:129]1)[CH:130]=[CH:131][c:132]1[cH:133][cH:134][cH:135][cH:136][cH:137]1.[O:76]1[CH2:77][CH2:78][O:79][CH2:80][CH2:81]1.[O:84]=[C:85]([CH:86]=[CH:87][c:88]1[cH:89][cH:90][cH:91][cH:92][cH:93]1)[CH:94]=[CH:95][c:96]1[cH:97][cH:98][cH:99][cH:100][cH:101]1.[Pd:82].[Pd:83].[c:28]1([P:29]([c:30]2[cH:31][cH:32][cH:33][cH:34][cH:35]2)[c:36]2[c:37]3[c:61]([cH:62][cH:63][cH:64]2)[C:58]([CH3:59])([CH3:60])[c:40]2[c:39]([c:44]([P:45]([c:46]4[cH:47][cH:48][cH:49][cH:50][cH:51]4)[c:52]4[cH:53][cH:54][cH:55][cH:56][cH:57]4)[cH:43][cH:42][cH:41]2)[O:38]3)[cH:65][cH:66][cH:67][cH:68][cH:69]1>>[CH2:1]1[N:2]([C:9](=[O:10])[O:11][C:12]([CH3:13])([CH3:14])[CH3:15])[CH2:3][CH:4]2[CH:5]1[CH2:6][N:7]([c:17]1[cH:18][n:19][cH:20][c:21]([C:22](=[O:23])[O:24][CH2:25][CH3:26])[cH:27]1)[CH2:8]2.